Task: describe an organic reaction: reactants, conditions, products, and yield. Dataset: the Open Reaction Database (ORD), a public repository of structured organic reaction records Reactants: O (water), ClC1=NC=C(N=C1)S(=O)(=O)C (2-chloro-5-(methylsulfonyl)pyrazine), C([O-])([O-])=O.[Cs+].[Cs+] (cesium carbonate), C(C)[C@H]1N=C(OC1)C1=CC=C(N1)C=1C=C(C=C(C1)O[C@H](COC)C)O (3-{5-[(4R)-4-Ethyl-4,5-dihydro-1,3-oxazol-2-yl]-1H-pyrrol-2-yl}-5-{[(2S)-1-methoxypropan-2-yl]oxy}phenol). Run in C(C)#N (acetonitrile). Conditions: time 3.5 hour. Product: C(C)[C@H]1N=C(OC1)C1=CC=C(N1)C=1C=C(OC2=NC=C(N=C2)S(=O)(=O)C)C=C(C1)O[C@H](COC)C (2-(3-{5-[(4R)-4-Ethyl-4,5-dihydro-1,3-oxazol-2-yl]-1H-pyrrol-2-yl}-5-{[(2S)-1-methoxypropan-2-yl]oxy}phenoxy)-5-(methylsulfonyl)pyrazine). Isolated yield 105.4%. As a reaction SMILES: [CH2:1]([C@@H:3]1[CH2:7][O:6][C:5]([C:8]2[NH:12][C:11]([C:13]3[CH:14]=[C:15]([OH:25])[CH:16]=[C:17]([O:19][C@@H:20]([CH3:24])[CH2:21][O:22][CH3:23])[CH:18]=3)=[CH:10][CH:9]=2)=[N:4]1)[CH3:2].Cl[C:27]1[CH:32]=[N:31][C:30]([S:33]([CH3:36])(=[O:35])=[O:34])=[CH:29][N:28]=1.C(=O)([O-])[O-].[Cs+].[Cs+].O>C(#N)C>[CH2:1]([C@@H:3]1[CH2:7][O:6][C:5]([C:8]2[NH:12][C:11]([C:13]3[CH:14]=[C:15]([CH:16]=[C:17]([O:19][C@@H:20]([CH3:24])[CH2:21][O:22][CH3:23])[CH:18]=3)[O:25][C:27]3[CH:32]=[N:31][C:30]([S:33]([CH3:36])(=[O:35])=[O:34])=[CH:29][N:28]=3)=[CH:10][CH:9]=2)=[N:4]1)[CH3:2] |f:2.3.4|. Procedure details: 3-{5-[(4R)-4-Ethyl-4,5-dihydro-1,3-oxazol-2-yl]-1H-pyrrol-2-yl}-5-{[(2S)-1-methoxypropan-2-yl]oxy}phenol (272 mg, 0.79 mmol) synthesized in Example (108b) was dissolved in acetonitrile (5.0 mL), and 2-chloro-5-(methylsulfonyl)pyrazine (220 mg, 1.14 mmol) synthesized in Example (97c) and cesium carbonate (640 mg, 1.96 mmol) were added at room temperature, followed by stirring at room temperature for 3.5 hours under nitrogen atmosphere. To this reaction solution, water (20 mL) was added, and extra...